This data is from the Open Reaction Database (ORD), a public repository of structured organic reaction records. The task is: describe an organic reaction: reactants, conditions, products, and yield The reactants are ClC=1N=NC(=CC1N1CCC=CC1)Cl (3,6-dichloro-4-(3,6-dihydro-2H-pyridin-1-yl)pyridazine), O.NN (hydrazine hydrate). The solvent is O1CCOCC1 (dioxan), O1CCOCC1 (dioxan). The product is ClC1=C(C=C(N=N1)NN)N1CCC=CC1 ([6-Chloro-5-(3,6-dihydro-2H-pyridin-1-yl)pridazin-3-yl]hydrazine). Isolated yield 88.0%. As a reaction SMILES: [Cl:1][C:2]1[N:3]=[N:4][C:5](Cl)=[CH:6][C:7]=1[N:8]1[CH2:13][CH:12]=[CH:11][CH2:10][CH2:9]1.O.[NH2:16][NH2:17]>O1CCOCC1>[Cl:1][C:2]1[N:3]=[N:4][C:5]([NH:16][NH2:17])=[CH:6][C:7]=1[N:8]1[CH2:13][CH:12]=[CH:11][CH2:10][CH2:9]1 |f:1.2|. Procedure details: A mixture of 3,6-dichloro-4-(3,6-dihydro-2H-pyridin-1-yl)pyridazine (1.7 g, 7.4 mmol) and hydrazine hydrate (2.2 ml) in dioxan was stirred and heated at reflux under nitrogen for 24 hours. Upon cooling the dioxan was removed in vacuo and the residue was partitioned between dichloromethane and water. The aqueous was further extracted with dichloromethane (×3). The combined extracts were dried (MgSO4), filtered and evaporated. The residue was triturated with ether/MeOH and dried in vacuo to afford... Reactants: OC1CCN(Cc2ccccc2)CC1, CCN=C=NCCCN(C)C, CN(C)c1ccccn1, CN(C)c1ccccc1C(=O)O, CN(C)C=O, Cl. As a reaction SMILES: [CH2:22]([c:23]1[cH:24][cH:25][cH:26][cH:27][cH:28]1)[N:29]1[CH2:30][CH2:31][CH:32]([OH:35])[CH2:33][CH2:34]1.[CH2:37]([N:38]=[C:39]=[N:40][CH2:41][CH2:42][CH2:43][N:44]([CH3:45])[CH3:46])[CH3:47].[CH3:13][N:14]([c:15]1[cH:16][cH:17][cH:18][cH:19][n:20]1)[CH3:21].[CH3:1][N:2]([c:3]1[c:4]([C:5](=[O:6])[OH:7])[cH:8][cH:9][cH:10][cH:11]1)[CH3:12].[CH3:48][N:49]([CH3:50])[CH:51]=[O:52].[ClH:36]>>[CH3:1][N:2]([c:3]1[c:4]([C:5](=[O:6])[O:7][CH:32]2[CH2:31][CH2:30][N:29]([CH2:22][c:23]3[cH:24][cH:25][cH:26][cH:27][cH:28]3)[CH2:34][CH2:33]2)[cH:8][cH:9][cH:10][cH:11]1)[CH3:12]. Product: CN(C)c1ccccc1C(=O)OC1CCN(Cc2ccccc2)CC1. Starting materials: COC(=O)c1ccc(CCN(C)C(=O)OC(C)(C)C)cc1, [Na+], C1CCOC1, [OH-]. Yields the product CN(CCc1ccc(C(=O)O)cc1)C(=O)OC(C)(C)C. RXN SMILES: [C:1]([CH3:2])([CH3:3])([CH3:4])[O:5][C:6](=[O:7])[N:8]([CH2:9][CH2:10][c:11]1[cH:12][cH:13][c:14]([C:15](=[O:16])[O:17][CH3:18])[cH:19][cH:20]1)[CH3:21].[Na+:23].[O:24]1[CH2:25][CH2:26][CH2:27][CH2:28]1.[OH-:22]>>[C:1]([CH3:2])([CH3:3])([CH3:4])[O:5][C:6](=[O:7])[N:8]([CH2:9][CH2:10][c:11]1[cH:12][cH:13][c:14]([C:15](=[O:16])[OH:17])[cH:19][cH:20]1)[CH3:21]. Starting materials: COC(=O)c1ccc2c(=O)[nH]c(Cc3ccc(Cl)c(Cl)c3)nc2c1, Cl, [Na+], [OH-], O. Product: O=C(O)c1ccc2c(=O)[nH]c(Cc3ccc(Cl)c(Cl)c3)nc2c1. RXN SMILES: [Cl:1][c:2]1[cH:3][c:4]([CH2:5][c:6]2[n:7][c:8]3[cH:9][c:10]([C:17](=[O:18])[O:19][CH3:20])[cH:11][cH:12][c:13]3[c:14](=[O:16])[nH:15]2)[cH:21][cH:22][c:23]1[Cl:24].[ClH:27].[Na+:26].[OH-:25].[OH2:28]>>[Cl:1][c:2]1[cH:3][c:4]([CH2:5][c:6]2[n:7][c:8]3[cH:9][c:10]([C:17](=[O:18])[OH:19])[cH:11][cH:12][c:13]3[c:14](=[O:16])[nH:15]2)[cH:21][cH:22][c:23]1[Cl:24]. The reactants are N#Cc1cc(Sc2cccc(Br)c2)c(Br)s1, CC(=O)O, OO. Product: N#Cc1cc(S(=O)c2cccc(Br)c2)c(Br)s1. RXN SMILES: [Br:1][c:2]1[c:3]([S:9][c:10]2[cH:11][c:12]([Br:16])[cH:13][cH:14][cH:15]2)[cH:4][c:5]([C:7]#[N:8])[s:6]1.[C:19]([OH:20])(=[O:21])[CH3:22].[OH:17][OH:18]>>[Br:1][c:2]1[c:3]([S:9]([c:10]2[cH:11][c:12]([Br:16])[cH:13][cH:14][cH:15]2)=[O:17])[cH:4][c:5]([C:7]#[N:8])[s:6]1.